This data is from the Open Reaction Database (ORD), a public repository of structured organic reaction records. The task is: describe an organic reaction: reactants, conditions, products, and yield Reactants: ClC=1C=C(CNC(=O)C2=C(C(N3OC4=CC=CC(=C4C3=N2)N2CCOCC2)=O)OCC2=CC=CC=C2)C=CC1Cl (2-Benzyloxy-5-morpholin-4-yl-1-oxo-1H-9-oxa-4,9a-diaza-fluorene-3-carboxylic acid 3,4-dichloro-benzylamide), Cl (hydrochloric acid). Reagents/catalysts: [Fe](Cl)(Cl)Cl (Iron(III) chloride). The solvent is ClCCl (dichloromethane). Reaction conditions: time 1.5 hour. Yields the product ClC=1C=C(CNC(=O)C2=C(C(N3OC4=CC=CC(=C4C3=N2)N2CCOCC2)=O)O)C=CC1Cl (2-Hydroxy-5-morpholin-4-yl-1-oxo-1H-9-oxa-4,9a-diaza-fluorene-3-carboxylic acid 3,4-dichloro-benzylamide). The yield is 77.9%. Reaction SMILES: [Cl:1][C:2]1[CH:3]=[C:4]([CH:37]=[CH:38][C:39]=1[Cl:40])[CH2:5][NH:6][C:7]([C:9]1[N:21]=[C:20]2[N:12]([O:13][C:14]3[C:19]2=[C:18]([N:22]2[CH2:27][CH2:26][O:25][CH2:24][CH2:23]2)[CH:17]=[CH:16][CH:15]=3)[C:11](=[O:28])[C:10]=1[O:29]CC1C=CC=CC=1)=[O:8].Cl>ClCCl.[Fe](Cl)(Cl)Cl>[Cl:1][C:2]1[CH:3]=[C:4]([CH:37]=[CH:38][C:39]=1[Cl:40])[CH2:5][NH:6][C:7]([C:9]1[N:21]=[C:20]2[N:12]([O:13][C:14]3[C:19]2=[C:18]([N:22]2[CH2:23][CH2:24][O:25][CH2:26][CH2:27]2)[CH:17]=[CH:16][CH:15]=3)[C:11](=[O:28])[C:10]=1[OH:29])=[O:8]. Procedure details: Iron(III) chloride (10 mg, 0.062 mmol) was added to a stirred solution of the product from Example 19.7 (12 mg, 0.021 mmol) in dichloromethane (5 mL). The mixture was stirred at room temperature for 1.5 h then aqueous hydrochloric acid (1.0 M) was added dropwise until the solution became clear. Products were extracted with ethyl acetate and the organic phase dried and concentrated in vacuo. The residue was recrystallized from a mixed solvent (hexane/ethyl acetate 10/1) to afford the desired comp...